From a dataset of the Open Reaction Database (ORD), a public repository of structured organic reaction records. describe an organic reaction: reactants, conditions, products, and yield Starting materials: ClC1=CC=C(C=C1)C=1C=CC(=NC1)N (5-(4-Chlorophenyl)-2-pyridylamine), FC1=C(C(=O)N=C=O)C(=CC=C1)F (2,6-difluorobenzoyl isocyanate). Solvent: C(C)#N (acetonitrile). Run at time 15 hour. Product: FC1=C(C(=O)NC(=O)NC2=NC=C(C=C2)C2=CC=C(C=C2)Cl)C(=CC=C1)F (1-(2,6-DIFLUOROBENZOYL)-3-(5-(4-CHLOROPHENYL)-2-PYRIDYL)UREA). Reaction SMILES: [Cl:1][C:2]1[CH:7]=[CH:6][C:5]([C:8]2[CH:9]=[CH:10][C:11]([NH2:14])=[N:12][CH:13]=2)=[CH:4][CH:3]=1.[F:15][C:16]1[CH:26]=[CH:25][CH:24]=[C:23]([F:27])[C:17]=1[C:18]([N:20]=[C:21]=[O:22])=[O:19]>C(#N)C>[F:15][C:16]1[CH:26]=[CH:25][CH:24]=[C:23]([F:27])[C:17]=1[C:18]([NH:20][C:21]([NH:14][C:11]1[CH:10]=[CH:9][C:8]([C:5]2[CH:6]=[CH:7][C:2]([Cl:1])=[CH:3][CH:4]=2)=[CH:13][N:12]=1)=[O:22])=[O:19]. Reported procedure: 5-(4-Chlorophenyl)-2-pyridylamine (2 grams) was dissolved in 90 ml acetonitrile and then reacted with 2,6-difluorobenzoyl isocyanate (2.6 grams) under nitrogen at room temperature. A solid formed immediately which, after stirring for about 15 hours, was collected and identified as the desired product by NMR analysis, yield 3.4 grams, m.p. 229°-234° C. Starting materials: CC(=O)OCC(=O)Nc1ccccc1C1CN(C)Cc2c(Cl)cc(Cl)cc21, O=C([O-])[O-], CO, [K+], [K+]. The product is CN1Cc2c(Cl)cc(Cl)cc2C(c2ccccc2N2C(=O)COC2=O)C1. Reaction SMILES: [C:1]([CH3:2])(=[O:3])[O:4][CH2:5][C:6]([NH:7][c:8]1[c:9]([CH:14]2[CH2:15][N:16]([CH3:26])[CH2:17][c:18]3[c:19]([Cl:25])[cH:20][c:21]([Cl:24])[cH:22][c:23]32)[cH:10][cH:11][cH:12][cH:13]1)=[O:27].[C:28](=[O:29])([O-:30])[O-:31].[CH3:34][OH:35].[K+:32].[K+:33]>>[C:1]1(=[O:3])[O:4][CH2:5][C:6](=[O:27])[N:7]1[c:8]1[c:9]([CH:14]2[CH2:15][N:16]([CH3:26])[CH2:17][c:18]3[c:19]([Cl:25])[cH:20][c:21]([Cl:24])[cH:22][c:23]32)[cH:10][cH:11][cH:12][cH:13]1. Starting materials: Br, CC(=O)O, COc1cc(NCCF)ccc1-c1ccc2nonc2c1. The product is Oc1cc(NCCF)ccc1-c1ccc2nonc2c1. Reaction SMILES: [BrH:22].[CH3:23][C:24](=[O:25])[OH:26].[n:1]1[c:2]2[c:3]([n:4][o:5]1)[cH:6][c:7](-[c:10]1[c:11]([O:20][CH3:21])[cH:12][c:13]([NH:16][CH2:17][CH2:18][F:19])[cH:14][cH:15]1)[cH:8][cH:9]2>>[n:1]1[c:2]2[c:3]([n:4][o:5]1)[cH:6][c:7](-[c:10]1[c:11]([OH:20])[cH:12][c:13]([NH:16][CH2:17][CH2:18][F:19])[cH:14][cH:15]1)[cH:8][cH:9]2. Reactants: FC(C1=CC=C(OCC2=CC=C(C=C2)SC2=CC(=C(OCC(=O)O)C=C2)C)C=C1)(F)F (4-[[4-[(4-Trifluoromethylphenoxy)methyl]phenyl]sulfanyl]-2-methylphenoxy-acetic acid), C(C)OC(COC1=CC=C(C=2CCCCC12)SC1=C(C=C(C=C1)COC1=CC=C(C=C1)C(F)(F)F)Cl)=O ({4-[2-Chloro-4-(4-trifluoromethyl-phenoxymethyl)-phenylsulfanyl]-5,6,7,8-tetrahydro-naphthalen-1-yloxy}-acetic acid ethyl ester). The product is ClC1=C(C=CC(=C1)COC1=CC=C(C=C1)C(F)(F)F)SC1=CC=C(C=2CCCCC12)OCC(=O)O ({4-[2-Chloro-4-(4-trifluoromethyl-phenoxymethyl)-phenylsulfanyl]-5,6,7,8-tetrahydro-naphthalen-1-yloxy}-acetic acid). Reaction SMILES: FC(F)(F)C1C=CC(OCC2C=CC(SC3C=CC(OCC(O)=O)=C(C)C=3)=CC=2)=CC=1.C([O:34][C:35](=[O:68])[CH2:36][O:37][C:38]1[C:47]2[CH2:46][CH2:45][CH2:44][CH2:43][C:42]=2[C:41]([S:48][C:49]2[CH:54]=[CH:53][C:52]([CH2:55][O:56][C:57]3[CH:62]=[CH:61][C:60]([C:63]([F:66])([F:65])[F:64])=[CH:59][CH:58]=3)=[CH:51][C:50]=2[Cl:67])=[CH:40][CH:39]=1)C>>[Cl:67][C:50]1[CH:51]=[C:52]([CH2:55][O:56][C:57]2[CH:62]=[CH:61][C:60]([C:63]([F:66])([F:64])[F:65])=[CH:59][CH:58]=2)[CH:53]=[CH:54][C:49]=1[S:48][C:41]1[C:42]2[CH2:43][CH2:44][CH2:45][CH2:46][C:47]=2[C:38]([O:37][CH2:36][C:35]([OH:68])=[O:34])=[CH:39][CH:40]=1. Reported procedure: The title compound was prepared according to the method described for preparing compound 7, using compound 23.2 as the starting material. MS APSI m/e: 521 (M−H). 1H NMR (400 MHz) (DMSO-d6) δ 13.04 (1H, brs); 7.66 (2H, d, J=8.8 Hz); 7.59 (1H, d, J=1.6 Hz); 7.37 (1H, d, J=8.5 Hz); 7.29 (1H, dd, J=1.6, 8.2 Hz); 7.17 (2H, d, J=8.6 Hz); 6.81 (1H, d, J=8.6 Hz); 6.51 (1H, d, J=8.2 Hz); 5.12 (2H, s); 4.77 (2H, s); 2.67-2.64 (4H, m); 1.67-1.66 (4H, m). Reactants: C(CCC)N1C(=C(C2=CC(=CC=C12)O)C1=CC=NC=C1)C (1-butyl-2-methyl-3-(4-pyridyl)-1H-indole-5-ol), C(C)OC(C(C)(C)Br)=O (2-bromo-2-methyl-propanoic acid ethylester). The product is C(C)OC(C(C)(C)OC=1C=C2C(=C(N(C2=CC1)CCCC)C)C1=CC=NC=C1)=O (2-[1-Butyl-2-methyl-3-(4-pyridyl)-1H-indole-5-yloxy]-2-methyl-propanoic acid ethylester). As a reaction SMILES: [CH2:1]([N:5]1[C:13]2[C:8](=[CH:9][C:10]([OH:14])=[CH:11][CH:12]=2)[C:7]([C:15]2[CH:20]=[CH:19][N:18]=[CH:17][CH:16]=2)=[C:6]1[CH3:21])[CH2:2][CH2:3][CH3:4].[CH2:22]([O:24][C:25](=[O:30])[C:26](Br)([CH3:28])[CH3:27])[CH3:23]>>[CH2:22]([O:24][C:25](=[O:30])[C:26]([O:14][C:10]1[CH:9]=[C:8]2[C:13](=[CH:12][CH:11]=1)[N:5]([CH2:1][CH2:2][CH2:3][CH3:4])[C:6]([CH3:21])=[C:7]2[C:15]1[CH:16]=[CH:17][N:18]=[CH:19][CH:20]=1)([CH3:28])[CH3:27])[CH3:23]. Reported procedure: In accordance with a procedure analogous to that of Example 10, the above compound was prepared from 1-butyl-2-methyl-3-(4-pyridyl)-1H-indole-5-ol and 2-bromo-2-methyl-propanoic acid ethylester. Product: CC1C[C@H]2CN([C@@H]([C@H]2C1)CNC(=O)C1=C(N=C2SC=CN21)C)C(=O)C=2C(=CC=CC2)C2=CC=C(C=C2)Cl (6-Methyl-imidazo[2,1-b]thiazole-5-carboxylic acid-(1S,2S,5R)-[7-methyl-3-(4′-chloro-biphenyl-2-carbonyl)-3-aza-bicyclo[3.3.0]oct-2-ylmethyl]-amide). Reported procedure: prepared by reaction of 6-methyl-imidazo[2,1-b]thiazole-5-carboxylic acid-[(1S,2S,5R)-7-methyl-3-aza-bicyclo[3.3.0]oct-2-ylmethyl]-amide with commercially available 4′-chloro-biphenyl-2-carboxylic acid. RXN SMILES: [CH3:1][CH:2]1[CH2:9][C@H:8]2[C@H:4]([CH2:5][NH:6][C@@H:7]2[CH2:10][NH:11][C:12]([C:14]2[N:21]3[C:17]([S:18][CH:19]=[CH:20]3)=[N:16][C:15]=2[CH3:22])=[O:13])[CH2:3]1.[Cl:23][C:24]1[CH:29]=[CH:28][C:27]([C:30]2[C:31]([C:36](O)=[O:37])=[CH:32][CH:33]=[CH:34][CH:35]=2)=[CH:26][CH:25]=1>>[CH3:1][CH:2]1[CH2:9][C@H:8]2[C@H:4]([CH2:5][N:6]([C:36]([C:31]3[C:30]([C:27]4[CH:26]=[CH:25][C:24]([Cl:23])=[CH:29][CH:28]=4)=[CH:35][CH:34]=[CH:33][CH:32]=3)=[O:37])[C@@H:7]2[CH2:10][NH:11][C:12]([C:14]2[N:21]3[C:17]([S:18][CH:19]=[CH:20]3)=[N:16][C:15]=2[CH3:22])=[O:13])[CH2:3]1. Starting materials: CC1C[C@H]2CN[C@@H]([C@H]2C1)CNC(=O)C1=C(N=C2SC=CN21)C (6-methyl-imidazo[2,1-b]thiazole-5-carboxylic acid-[(1S,2S,5R)-7-methyl-3-aza-bicyclo[3.3.0]oct-2-ylmethyl]-amide), ClC1=CC=C(C=C1)C=1C(=CC=CC1)C(=O)O (4′-chloro-biphenyl-2-carboxylic acid).